Dataset: the Open Reaction Database (ORD), a public repository of structured organic reaction records. Task: describe an organic reaction: reactants, conditions, products, and yield Starting materials: [BH4-].[Na+] (sodium borohydride), C(C)OC(=O)C1=CC(=NC=2N1N=CC2)C2=CC=C(C=C2)Cl (5-(4-chloro-phenyl)-pyrazolo[1,5-a]pyrimidine-7-carboxylic acid ethyl ester), ice. Run in CO.O1CCCC1 (MeOH tetrahydrofuran). Run at temperature 0 celsius, time 1 hour. The product is ClC1=CC=C(C=C1)C1=NC=2N(C(=C1)CO)N=CC2 ([5-(4-chloro-phenyl)-pyrazolo[1,5-a]pyrimidine-7-yl]-methanol). The yield is 86.6%. Reaction SMILES: C([O:3][C:4]([C:6]1[N:11]2[N:12]=[CH:13][CH:14]=[C:10]2[N:9]=[C:8]([C:15]2[CH:20]=[CH:19][C:18]([Cl:21])=[CH:17][CH:16]=2)[CH:7]=1)=O)C.[BH4-].[Na+]>CO.O1CCCC1>[Cl:21][C:18]1[CH:19]=[CH:20][C:15]([C:8]2[CH:7]=[C:6]([CH2:4][OH:3])[N:11]3[N:12]=[CH:13][CH:14]=[C:10]3[N:9]=2)=[CH:16][CH:17]=1 |f:1.2,3.4|. Procedure details: To a suspension of 5-(4-chloro-phenyl)-pyrazolo[1,5-a]pyrimidine-7-carboxylic acid ethyl ester (60 mg, 0.2 mmol) in MeOH/tetrahydrofuran (1:1 v/v, 1 mL) was added at 0° C. over 5 min sodium borohydride (75 mg, 2.0 mmol). The mixture was stirred at 0° C. for 1 h and then poured into ice-cold 3 N HCl (3 mL). The mixture was extracted with AcOEt and the organic layer was washed with H2O, dried (Na2SO4), and evaporated in vacuo. The residue was chromatographed on silica gel using AcOEt/cyclohexane (... The reactants are [H][H] (hydrogen), [N+](=O)([O-])[O-].[Ru+3].[N+](=O)([O-])[O-].[N+](=O)([O-])[O-].[N+](=O)(O)[O-].C(C)(=O)[O-].[La+3].C(C)(=O)[O-].C(C)(=O)[O-] (ruthenium nitrate lanthanum acetate nitric acid), C(C(=O)[O-])(=O)[O-].[La+3].C(C(=O)[O-])(=O)[O-].C(C(=O)[O-])(=O)[O-].[La+3] (lanthanum oxalate). Yields the product [N+](=O)([O-])[O-].[Ru+3].[N+](=O)([O-])[O-].[N+](=O)([O-])[O-].[N+](=O)(O)[O-].C(C(=O)[O-])(=O)[O-].[La+3].C(C(=O)[O-])(=O)[O-].C(C(=O)[O-])(=O)[O-].[La+3] (ruthenium nitrate lanthanum oxalate nitric acid). RXN SMILES: [H][H].[N+:3]([O-:6])([O-:5])=[O:4].[Ru+3:7].[N+]([O-])([O-])=O.[N+]([O-])([O-])=O.[N+]([O-])(O)=O.C([O-])(=O)C.[La+3:24].C([O-])(=O)C.C([O-])(=O)C.[C:33]([O-:38])(=[O:37])[C:34]([O-:36])=[O:35].[La+3].[C:40]([O-:45])(=[O:44])[C:41]([O-:43])=[O:42].[C:46]([O-:51])(=[O:50])[C:47]([O-:49])=[O:48].[La+3]>>[N+:3]([O-:6])([O-:5])=[O:4].[Ru+3:7].[N+:3]([O-:6])([O-:5])=[O:4].[N+:3]([O-:6])([O-:5])=[O:4].[N+:3]([O-:6])([OH:5])=[O:4].[C:33]([O-:38])(=[O:37])[C:34]([O-:36])=[O:35].[La+3:24].[C:40]([O-:45])(=[O:44])[C:41]([O-:43])=[O:42].[C:46]([O-:51])(=[O:50])[C:47]([O-:49])=[O:48].[La+3:24] |f:1.2.3.4.5.6.7.8.9,10.11.12.13.14,15.16.17.18.19.20.21.22.23.24|. Reported procedure: Three specimens of electrode for hydrogen generation were prepared as in Example 1 except that the lanthanum acetate n-hydrate of Example 1 was replaced by lanthanum oxalate (available from Wako Pure Chemical Industries, Ltd.) and a ruthenium nitrate-lanthanum oxalate nitric acid solution was prepared with a Ru/La atom ratio of 50/50. The reactants are OC1=CC=C(C=C1)SC1=C(C=C(S1)C(=O)O)[N+](=O)[O-] (5-(4-Hydroxy-phenylsulfanyl)-4-nitro-thiophene-2-carboxylic acid), NC1=CC=CC=C1 (aniline), BrC=1C=C(N)C=CC1 (3-bromoaniline). Yields the product C1(=CC=CC=C1)NC(=O)C=1SC(=C(C1)N)SC1=CC=C(C=C1)O (4-Amino-5-(4-hydroxy-phenylsulfanyl)-thiophene-2-carboxylic acid phenylamide). As a reaction SMILES: [OH:1][C:2]1[CH:7]=[CH:6][C:5]([S:8][C:9]2[S:13][C:12]([C:14]([OH:16])=O)=[CH:11][C:10]=2[N+:17]([O-])=O)=[CH:4][CH:3]=1.[NH2:20][C:21]1[CH:26]=[CH:25][CH:24]=[CH:23][CH:22]=1.BrC1C=C(C=CC=1)N>>[C:21]1([NH:20][C:14]([C:12]2[S:13][C:9]([S:8][C:5]3[CH:4]=[CH:3][C:2]([OH:1])=[CH:7][CH:6]=3)=[C:10]([NH2:17])[CH:11]=2)=[O:16])[CH:26]=[CH:25][CH:24]=[CH:23][CH:22]=1. Procedure: The product from Example 351C was reacted with aniline according to the procedure of Example 351D substituting aniline for 3-bromoaniline followed by reduction of the nitro group according to the procedure from Example 351E to provide the title product. The reactants are 117.7, COC1CN(CCC1(OC)OC)C(=O)OCC (ethyl 3,4,4-trimethoxy-1-piperidinecarboxylate), [OH-].[K+] (potassium hydroxide). Run in CC(C)O (2-propanol). Conditions: temperature 10 celsius. The product is COC1CNCCC1(OC)OC (3,4,4-trimethoxypiperidine), intermediate 65. Yield: 75.4%. RXN SMILES: [CH3:1][O:2][CH:3]1[C:8]([O:11][CH3:12])([O:9][CH3:10])[CH2:7][CH2:6][N:5](C(OCC)=O)[CH2:4]1.[OH-].[K+]>CC(O)C>[CH3:1][O:2][CH:3]1[C:8]([O:11][CH3:12])([O:9][CH3:10])[CH2:7][CH2:6][NH:5][CH2:4]1 |f:1.2|. Procedure details: A mixture of 117.7 parts of ethyl 3,4,4-trimethoxy-1-piperidinecarboxylate, 267.3 parts of potassium hydroxide and 720 parts of 2-propanol was stirred and refluxed for 4 hours. The reaction mixture was evaporated. 900 Parts of water were added to the residue and the whole was stirred in a boiling water-bath. The last traces of 2-propanol were removed by evaporation on a Rotavapor. After cooling to 10° C., the product was extracted twice with 280 parts of 1,1'-oxybisethane. The extracts were drie... RXN SMILES: [CH:1]12[O:8][CH:5]([CH2:6][CH2:7]1)[CH2:4][N:3]([C:9]1[N:14]=[C:13]([C:15]3[CH:21]=[CH:20][C:18]([NH2:19])=[CH:17][CH:16]=3)[N:12]=[C:11]3[N:22]([C:25]([CH3:28])([CH3:27])[CH3:26])[N:23]=[CH:24][C:10]=13)[CH2:2]2.Cl[C:30](Cl)([O:32][C:33](=O)[O:34]C(Cl)(Cl)Cl)Cl.CO.C(N1C2=NC(C3C=CC(N=C=O)=CC=3)=NC(N3CC4OC(CC4)C3)=C2C=N1)(C)(C)C>ClCCl.O1CCCC1>[CH3:30][O:32][C:33](=[O:34])[NH:19][C:18]1[CH:20]=[CH:21][C:15]([C:13]2[N:12]=[C:11]3[N:22]([C:25]([CH3:28])([CH3:27])[CH3:26])[N:23]=[CH:24][C:10]3=[C:9]([N:3]3[CH2:2][CH:1]4[O:8][CH:5]([CH2:6][CH2:7]4)[CH2:4]3)[N:14]=2)=[CH:16][CH:17]=1. Product: COC(NC1=CC=C(C=C1)C1=NC(=C2C(=N1)N(N=C2)C(C)(C)C)N2CC1CCC(C2)O1)=O (methyl{4-[1-tert-butyl-4-(8-oxa-3-azabicyclo[3.2.1]oct-3-yl)-1H-pyrazolo[3,4-d]pyrimidin-6-yl]phenyl}carbamate). Procedure: A solution of 4-(4-(8-oxa-3-azabicyclo[3.2.1]octan-3-yl)-1-tert-butyl-1H-pyrazolo[3,4-d]pyrimidin-6-yl)aniline (65 mg, 0.17 mmol) in a mixture of dichloromethane (2 mL) and tetrahydrofuran (2 mL) was treated with triphosgene (26 mg, 0.09 mmol) as a solution in dichloromethane (1 mL). After the passage of 10 minutes, the appropriate nucleophile—in the case, methanol (excess)—was added to the 3-(1-tert-butyl-6-(4-isocyanatophenyl)-1H-pyrazolo[3,4-d]pyrimidin-4-yl)-8-oxa-3-azabicyclo[3.2.1]octane (... The reactants are C12CN(CC(CC1)O2)C2=C1C(=NC(=N2)C2=CC=C(N)C=C2)N(N=C1)C(C)(C)C (4-(4-(8-oxa-3-azabicyclo[3.2.1]octan-3-yl)-1-tert-butyl-1H-pyrazolo[3,4-d]pyrimidin-6-yl)aniline), ClC(Cl)(OC(OC(Cl)(Cl)Cl)=O)Cl (triphosgene), CO (methanol), C(C)(C)(C)N1N=CC=2C1=NC(=NC2N2CC1CCC(C2)O1)C1=CC=C(C=C1)N=C=O (3-(1-tert-butyl-6-(4-isocyanatophenyl)-1H-pyrazolo[3,4-d]pyrimidin-4-yl)-8-oxa-3-azabicyclo[3.2.1]octane). Solvent: ClCCl (dichloromethane), O1CCCC1 (tetrahydrofuran), ClCCl (dichloromethane). Starting materials: CC1=CC=C(C2=C1OC3=C(C(=O)C(=C(C3=N2)C(=O)N[C@H]4[C@H](OC(=O)[C@@H](N(C(=O)CN(C(=O)[C@@H]5CCCN5C(=O)[C@H](NC4=O)C(C)C)C)C)C(C)C)C)N)C)C(=O)N[C@H]6[C@H](OC(=O)[C@@H](N(C(=O)CN(C(=O)[C@@H]7CCCN7C(=O)[C@H](NC6=O)C(C)C)C)C)C(C)C)C (actinomycin D), BrN1C(CCC1=O)=O (NBS), BrN1C(CCC1=O)=O (N-bromosuccinimide), C(C1=CC=CC=C1)(=O)OOC(C1=CC=CC=C1)=O (dibenzoyl peroxide). Run in ClC1=CC=CC=C1 (chlorobenzene). Reaction conditions: temperature 80 celsius. Product: C(CCC(=O)O)CCN (aminocaproic acid). RXN SMILES: BrN1C(=[O:7])CCC1=O.C[C:10]1[C:15]2[O:16]C3C(=NC=2[C:13]([C:63]([NH:65][C@@H]2C(=O)N[C@H](C(C)C)C(=O)N4[C@@H](CCC4)C(=O)N(C)CC(=O)N(C)[C@@H](C(C)C)C(=O)O[C@@H]2C)=O)=[CH:12][CH:11]=1)C(C(N[C@@H]1C(=O)N[C@H](C(C)C)C(=O)N2[C@@H](CCC2)C(=O)N(C)CC(=O)N(C)[C@@H](C(C)C)C(=O)O[C@@H]1C)=O)=C(N)C(=O)C=3C.C(OOC(=O)C1C=CC=CC=1)(=O)C1C=CC=CC=1>ClC1C=CC=CC=1>[CH2:12]([CH2:13][CH2:63][NH2:65])[CH2:11][CH2:10][C:15]([OH:7])=[O:16]. Reported procedure: Bromination with N-bromosuccinimide (NBS) is accomplished by adding 2.24 mmoles of actinomycin D in chlorobenzene to 2 mmoles of NBS and a trace of dibenzoyl peroxide. The mixture is heated to 80° C. and allowed to react for 6 hours. The yield of AMD--CH2Br is 70-80%. The brominated derivative is then reacted further with aminocaprioic acid to yield an AMD-aminocaproic acid complex (AMD--CH2NH (CH2)5COOH). The reactants are ClC=1C=C(C=CC1Cl)CN1S(CC(=C(C2=C1C=CC=C2)C(=O)OCC)O)(=O)=O (ethyl 1-(3,4-dichlorophenylmethyl)-1,3-dihydro-4-hydroxy-2,1-benzothiazepine-5-carboxylate-2,2-dioxide), ClC1=CC=C(CCN)C=C1 (4-chlorophenethylamine). Run in C1(=CC=CC=C1)C (toluene). Yields the product ClC1=CC=C(CCNC(=O)C2=C(CS(N(C3=C2C=CC=C3)CC3=CC(=C(C=C3)Cl)Cl)(=O)=O)NCCC3=CC=C(C=C3)Cl)C=C1 (N-(4-chlorophenethyl)-1-(3,4-dichlorophenylmethyl)-1,3-dihydro-4-(4-chlorophenethylamino)-2,1-benzothiazepine-5-carboxamide-2,2-dioxide). RXN SMILES: [Cl:1][C:2]1[CH:3]=[C:4]([CH2:9][N:10]2[C:16]3[CH:17]=[CH:18][CH:19]=[CH:20][C:15]=3[C:14]([C:21](OCC)=[O:22])=[C:13](O)[CH2:12][S:11]2(=[O:28])=[O:27])[CH:5]=[CH:6][C:7]=1[Cl:8].[Cl:29][C:30]1[CH:38]=[CH:37][C:33]([CH2:34][CH2:35][NH2:36])=[CH:32][CH:31]=1>C1(C)C=CC=CC=1>[Cl:29][C:30]1[CH:38]=[CH:37][C:33]([CH2:34][CH2:35][NH:36][C:21]([C:14]2[C:15]3[CH:20]=[CH:19][CH:18]=[CH:17][C:16]=3[N:10]([CH2:9][C:4]3[CH:5]=[CH:6][C:7]([Cl:8])=[C:2]([Cl:1])[CH:3]=3)[S:11](=[O:27])(=[O:28])[CH2:12][C:13]=2[NH:36][CH2:35][CH2:34][C:33]2[CH:37]=[CH:38][C:30]([Cl:29])=[CH:31][CH:32]=2)=[O:22])=[CH:32][CH:31]=1. Reported procedure: A mixture of 1.7 g of ethyl 1-(3,4-dichlorophenylmethyl)-1,3-dihydro-4-hydroxy-2,1-benzothiazepine-5-carboxylate-2,2-dioxide, 0.6 g of 4-chlorophenethylamine in 100 ml of toluene is heated at reflux for 2 days. The reaction mixture is evaporated to dryness. The residue is crystallized from ether - hexane (charcoal) to yield N-(4-chlorophenethyl)-1-(3,4-dichlorophenylmethyl)-1,3-dihydro-4-(4-chlorophenethylamino)-2,1-benzothiazepine-5-carboxamide-2,2-dioxide; m.p. 119°-121°.